This data is from the Open Reaction Database (ORD), a public repository of structured organic reaction records. The task is: describe an organic reaction: reactants, conditions, products, and yield Reactants: Brc1nccs1, CC(C)(C)OC(=O)N1CCC(Nc2ccc(Cl)c(Cl)c2)C1, CC(C)(C)[O-], Cc1ccccc1, [Na+], O=C(C=Cc1ccccc1)C=Cc1ccccc1, O=C(C=Cc1ccccc1)C=Cc1ccccc1, O=C(C=Cc1ccccc1)C=Cc1ccccc1, [Pd], [Pd]. Product: CC(C)(C)OC(=O)N1CCC(N(c2ccc(Cl)c(Cl)c2)c2nccs2)C1. As a reaction SMILES: [Br:22][c:23]1[s:24][cH:25][cH:26][n:27]1.[C:1]([CH3:2])([CH3:3])([CH3:4])[O:5][C:6](=[O:7])[N:8]1[CH2:9][CH:10]([NH:13][c:14]2[cH:15][c:16]([Cl:21])[c:17]([Cl:20])[cH:18][cH:19]2)[CH2:11][CH2:12]1.[CH3:28][C:29]([CH3:30])([O-:31])[CH3:32].[CH3:90][c:91]1[cH:92][cH:93][cH:94][cH:95][cH:96]1.[Na+:33].[O:36]=[C:37]([CH:38]=[CH:39][c:40]1[cH:41][cH:42][cH:43][cH:44][cH:45]1)[CH:46]=[CH:47][c:48]1[cH:49][cH:50][cH:51][cH:52][cH:53]1.[O:54]=[C:55]([CH:56]=[CH:57][c:58]1[cH:59][cH:60][cH:61][cH:62][cH:63]1)[CH:64]=[CH:65][c:66]1[cH:67][cH:68][cH:69][cH:70][cH:71]1.[O:72]=[C:73]([CH:74]=[CH:75][c:76]1[cH:77][cH:78][cH:79][cH:80][cH:81]1)[CH:82]=[CH:83][c:84]1[cH:85][cH:86][cH:87][cH:88][cH:89]1.[Pd:34].[Pd:35]>>[C:1]([CH3:2])([CH3:3])([CH3:4])[O:5][C:6](=[O:7])[N:8]1[CH2:9][CH:10]([N:13]([c:14]2[cH:15][c:16]([Cl:21])[c:17]([Cl:20])[cH:18][cH:19]2)[c:23]2[s:24][cH:25][cH:26][n:27]2)[CH2:11][CH2:12]1. Starting materials: BrC1=NC=CC(=C1)NC(C1=C(C=CC=C1Cl)Cl)=O (N-(2-bromopyridin-4-yl)-2,6-dichlorobenzamide), NC1=NC=CC=N1 (2-aminopyrimidine), CC1(C2=C(C(=CC=C2)P(C3=CC=CC=C3)C4=CC=CC=C4)OC5=C(C=CC=C51)P(C6=CC=CC=C6)C7=CC=CC=C7)C (XantPhos), C(=O)([O-])[O-].[Cs+].[Cs+] (Cs2CO3). Reagents/catalysts: C=1C=CC(=CC1)/C=C/C(=O)/C=C/C2=CC=CC=C2.C=1C=CC(=CC1)/C=C/C(=O)/C=C/C2=CC=CC=C2.C=1C=CC(=CC1)/C=C/C(=O)/C=C/C2=CC=CC=C2.[Pd].[Pd] (Pd2(dba)3). Run in O1CCOCC1 (dioxane). The product is ClC1=C(C(=O)NC2=CC(=NC=C2)NC2=NC=CC=N2)C(=CC=C1)Cl (2,6-dichloro-N-(2-(pyrimidin-2-ylamino)pyridin-4-yl)benzamide). The yield is 12.0%. As a reaction SMILES: Br[C:2]1[CH:7]=[C:6]([NH:8][C:9](=[O:18])[C:10]2[C:15]([Cl:16])=[CH:14][CH:13]=[CH:12][C:11]=2[Cl:17])[CH:5]=[CH:4][N:3]=1.[NH2:19][C:20]1[N:25]=[CH:24][CH:23]=[CH:22][N:21]=1.CC1(C)C2C(=C(P(C3C=CC=CC=3)C3C=CC=CC=3)C=CC=2)OC2C(P(C3C=CC=CC=3)C3C=CC=CC=3)=CC=CC1=2.C([O-])([O-])=O.[Cs+].[Cs+]>C1C=CC(/C=C/C(/C=C/C2C=CC=CC=2)=O)=CC=1.C1C=CC(/C=C/C(/C=C/C2C=CC=CC=2)=O)=CC=1.C1C=CC(/C=C/C(/C=C/C2C=CC=CC=2)=O)=CC=1.[Pd].[Pd].O1CCOCC1>[Cl:17][C:11]1[CH:12]=[CH:13][CH:14]=[C:15]([Cl:16])[C:10]=1[C:9]([NH:8][C:6]1[CH:5]=[CH:4][N:3]=[C:2]([NH:19][C:20]2[N:25]=[CH:24][CH:23]=[CH:22][N:21]=2)[CH:7]=1)=[O:18] |f:3.4.5,6.7.8.9.10|. Procedure details: To a microwave tube were added N-(2-bromopyridin-4-yl)-2,6-dichlorobenzamide (0.120 g, 0.347 mmol), 2-aminopyrimidine (0.040 g, 0.42 mmol), Pd2(dba)3 (0.030 g, 0.035 mmol), XantPhos (0.040 g, 0.070 mmol), Cs2CO3 (0.23 g, 0.70 mmol) and dioxane (2 mL). The mixture was degassed with N2 for 5 min. The resulting mixture was irradiated in a microwave reactor at 140° C. for 50 min and then cooled to room temperature. The mixture was filtered through Celite and concentrated under reduced pressure. The ...